This data is from the Open Reaction Database (ORD), a public repository of structured organic reaction records. The task is: describe an organic reaction: reactants, conditions, products, and yield The reactants are ON1C(CCC1=O)=O (N-hydroxysuccinimide), N1([C@H](C(=O)N([C@@H](CC2=CC=CC=C2)C(=O)N[C@@H](CC2=CC=CC=C2)C(=O)O)C)CCC1)C(=O)OC(C)(C)C (BocPro-MePhe-PheOH), NCC(=O)N[C@@H](CC(C)C)C(=O)N[C@@H](CCSC)C(=O)N (HGly-Leu-MetNH2), C1(CCCCC1)N=C=NC1CCCCC1 (dicyclohexylcarbodiimide). The product is N1([C@H](C(=O)N([C@@H](CC2=CC=CC=C2)C(=O)N[C@@H](CC2=CC=CC=C2)C(=O)NCC(=O)N[C@@H](CC(C)C)C(=O)N[C@@H](CCSC)C(=O)N)C)CCC1)C(=O)OC(C)(C)C (BocPro-MePhe-Phe-Gly-Leu-MetNH2). The yield is 50.0%. RXN SMILES: [N:1]1([C:32]([O:34][C:35]([CH3:38])([CH3:37])[CH3:36])=[O:33])[CH2:31][CH2:30][CH2:29][C@H:2]1[C:3]([N:5]([CH3:28])[C@H:6]([C:14]([NH:16][C@H:17]([C:25](O)=[O:26])[CH2:18][C:19]1[CH:24]=[CH:23][CH:22]=[CH:21][CH:20]=1)=[O:15])[CH2:7][C:8]1[CH:13]=[CH:12][CH:11]=[CH:10][CH:9]=1)=[O:4].[NH2:39][CH2:40][C:41]([NH:43][C@H:44]([C:49]([NH:51][C@H:52]([C:57]([NH2:59])=[O:58])[CH2:53][CH2:54][S:55][CH3:56])=[O:50])[CH2:45][CH:46]([CH3:48])[CH3:47])=[O:42].C1(N=C=NC2CCCCC2)CCCCC1.ON1C(=O)CCC1=O>>[N:1]1([C:32]([O:34][C:35]([CH3:38])([CH3:37])[CH3:36])=[O:33])[CH2:31][CH2:30][CH2:29][C@H:2]1[C:3]([N:5]([CH3:28])[C@H:6]([C:14]([NH:16][C@H:17]([C:25]([NH:39][CH2:40][C:41]([NH:43][C@H:44]([C:49]([NH:51][C@H:52]([C:57]([NH2:59])=[O:58])[CH2:53][CH2:54][S:55][CH3:56])=[O:50])[CH2:45][CH:46]([CH3:48])[CH3:47])=[O:42])=[O:26])[CH2:18][C:19]1[CH:20]=[CH:21][CH:22]=[CH:23][CH:24]=1)=[O:15])[CH2:7][C:8]1[CH:9]=[CH:10][CH:11]=[CH:12][CH:13]=1)=[O:4]. Procedure details: Condensation of BocPro-MePhe-PheOH (670 mg.) and HGly-Leu-MetNH2 (Example 7, 418 mg.) using dicyclohexylcarbodiimide and N-hydroxysuccinimide gave BocPro-MePhe-Phe-Gly-Leu-MetNH2 in 50% yield. De-t-butoxycarbonylation of BocPro-MePhe-Phe-Gly-Leu-MetNH2 (480 mg.) using hydrogen chloride in ethyl acetate gave HPro-MePhe-Phe-Bly-Leu-MetNH2, which was isolated as the amorphous white solid hydrochloride salt monohydrate in 85% yield. The reactants are Cl (hydrochloric acid), C(C)OC(CC1C2=C(B(O1)O)C=C(C=C2C)OC)=O ((1-hydroxy-6-methoxy-4-methyl-1,3-dihydro-benzo[c][1,2]oxaborol-3-yl)-acetic acid ethyl ester), [Li+].[OH-] (LiOH). The product is OB1OC(C2=C1C=C(C=C2C)OC)CC(=O)O ((1-Hydroxy-6-methoxy-4-methyl-1,3-dihydro-benzo[c][1,2]oxaborol-3-yl)-acetic acid). Reaction conditions: time 1.5 hour. RXN SMILES: C([O:3][C:4](=[O:19])[CH2:5][CH:6]1[O:10][B:9]([OH:11])[C:8]2[CH:12]=[C:13]([O:17][CH3:18])[CH:14]=[C:15]([CH3:16])[C:7]1=2)C.[Li+].[OH-].Cl>C1COCC1.O>[OH:11][B:9]1[C:8]2[CH:12]=[C:13]([O:17][CH3:18])[CH:14]=[C:15]([CH3:16])[C:7]=2[CH:6]([CH2:5][C:4]([OH:19])=[O:3])[O:10]1 |f:1.2|. The yield is 75.1%. Procedure details: To a solution of (1-hydroxy-6-methoxy-4-methyl-1,3-dihydro-benzo[c][1,2]oxaborol-3-yl)-acetic acid ethyl ester (0.85 g, 3.22 mmol) in THF (7 mL) was added a solution of LiOH (0.385 g, 16.1 mmol) in water (7 mL) at 0° C. The resulting mixture was stirred at room temperature for 1.5 hours then acidified to pH 2 using dilute hydrochloric acid. The mixture was concentrated to remove THF and the white precipitate collected and washed with water to give pure product as a white powder (0.571 g, 75.1%);... Run in C1CCOC1 (THF), O (water).